From a dataset of the Open Reaction Database (ORD), a public repository of structured organic reaction records. describe an organic reaction: reactants, conditions, products, and yield Starting materials: COC(=O)C1CC2CN1C(=O)C(C(C)(C)C)NC(=O)OC1CC1CCCCCc1nc3ccc(OC)cc3nc1O2, C1CCOC1, CCOC(C)=O, Cl, [Li+], [OH-], O, O. The product is COc1ccc2nc3c(nc2c1)OC1CC(C(=O)O)N(C1)C(=O)C(C(C)(C)C)NC(=O)OC1CC1CCCCC3. As a reaction SMILES: [C:1]([CH3:2])([CH3:3])([CH3:4])[CH:5]1[NH:6][C:7](=[O:41])[O:8][CH:9]2[CH:10]([CH2:11][CH2:12][CH2:13][CH2:14][CH2:15][c:16]3[c:17]([n:18][c:19]4[cH:20][c:21]([O:26][CH3:27])[cH:22][cH:23][c:24]4[n:25]3)[O:28][CH:29]3[CH2:30][CH:31]([C:36](=[O:37])[O:38][CH3:39])[N:32]([C:33]1=[O:34])[CH2:35]3)[CH2:40]2.[CH2:43]1[O:44][CH2:45][CH2:46][CH2:47]1.[CH3:52][CH2:53][O:54][C:55]([CH3:56])=[O:57].[ClH:51].[Li+:49].[OH-:48].[OH2:42].[OH2:50]>>[C:1]([CH3:2])([CH3:3])([CH3:4])[CH:5]1[NH:6][C:7](=[O:41])[O:8][CH:9]2[CH:10]([CH2:11][CH2:12][CH2:13][CH2:14][CH2:15][c:16]3[c:17]([n:18][c:19]4[cH:20][c:21]([O:26][CH3:27])[cH:22][cH:23][c:24]4[n:25]3)[O:28][CH:29]3[CH2:30][CH:31]([C:36](=[O:37])[OH:38])[N:32]([C:33]1=[O:34])[CH2:35]3)[CH2:40]2. Reactants: O (water), FC1=C(C=CC(=C1)C(C(=O)O)C)C1=CC=CC=C1 (2-(2-fluoro-biphenyl-4-yl)-propionic acid), CN(C=O)C (N,N-dimethylformamide), IC (iodomethane), [H-].[Na+] (sodium hydride). Reaction conditions: time 1 hour. The product is FC1=C(C=CC(=C1)C(C(=O)OC)(C)C)C1=CC=CC=C1 (methyl 2-(2-fluoro-biphenyl-4-yl)-2-methyl-propionate). Reaction SMILES: [F:1][C:2]1[CH:7]=[C:6]([CH:8]([CH3:12])[C:9]([OH:11])=O)[CH:5]=[CH:4][C:3]=1[C:13]1[CH:18]=[CH:17][CH:16]=[CH:15][CH:14]=1.[H-].[Na+].I[CH3:22].O.CN(C)[CH:26]=[O:27]>>[F:1][C:2]1[CH:7]=[C:6]([C:8]([CH3:22])([CH3:12])[C:9]([O:27][CH3:26])=[O:11])[CH:5]=[CH:4][C:3]=1[C:13]1[CH:18]=[CH:17][CH:16]=[CH:15][CH:14]=1 |f:1.2|. Procedure details: Under a nitrogen atmosphere, 2-(2-fluoro-biphenyl-4-yl)-propionic acid (15.0 g) was dissolved in N,N-dimethylformamide (150 ml) and then sodium hydride (6.14 g, 60% oily) was added, after which the resulting mixture was stirred for one hour. Subsequently, iodomethane (9.5 ml) was added and the mixture was stirred for 12 hours. A small amount of water was added to the reaction mixture and the resulting mixture was then subjected to extraction with ethyl acetate. The organic layer was dried over s... Starting materials: C(C)OC(=O)C1=C(C2=CC(=CC=C2C=C1)OC)CCCC (1-butyl-7-methoxy-2-naphthalenecarboxylic acid ethyl ester), [OH-].[Na+] (sodium hydroxide), crude acid. The solvent is CO (methanol). Product: C(CCC)C1=C(C=CC2=CC=C(C=C12)OC)C(=O)O (1-butyl-7-methoxy-2-naphthalenecarboxylic acid). Isolated yield 86.6%. Reaction SMILES: C([O:3][C:4]([C:6]1[CH:15]=[CH:14][C:13]2[C:8](=[CH:9][C:10]([O:16][CH3:17])=[CH:11][CH:12]=2)[C:7]=1[CH2:18][CH2:19][CH2:20][CH3:21])=[O:5])C.[OH-].[Na+]>CO>[CH2:18]([C:7]1[C:8]2[C:13](=[CH:12][CH:11]=[C:10]([O:16][CH3:17])[CH:9]=2)[CH:14]=[CH:15][C:6]=1[C:4]([OH:5])=[O:3])[CH2:19][CH2:20][CH3:21] |f:1.2|. Reported procedure: As in Example 112, 1-butyl-7-methoxy-2-naphthalenecarboxylic acid ethyl ester (5.4 g) in methanol (40 mL) was reacted with 2N sodium hydroxide solution (20 mL) at reflux for 2 hours to give, after the normal work up, 4.9 g of crude acid. Crystallization of the material from diethyl ether-hexane furnished 4.22 g of 1-butyl-7-methoxy-2-naphthalenecarboxylic acid, mp 123°-125° C. Anal. Calcd for C16H18O3 : C, 74.39; H, 7.02 Found: C, 74.27; H, 6.93 The reagents and catalysts are [Br-].C(CCC)[N+](CCCC)(CCCC)CCCC (tetrabutylammonium bromide), [Pd] (Pd/C), fresh catalyst. The yield is 417.1%. Procedure: To 400 ml acetone is added 48.5 g (0.19 mole) sodium, 1,1-dioxopenicillanate, 48.0 g (0.17 mole) benzyl chloromethyl adipate and 19.3 g (0.06 mole) tetrabutylammonium bromide. The mixture is heated at reflux under nitrogen overnight, filtered, washed with acetone and the filtrate evaporated. The residue is taken up in 500 ml ethyl acetate, washed alternately with brine and water, 250 ml portions, brine again and dried (MgSO4). Evaporation of solvent in vacuo afforded 89.6 g light yellow oil. The... RXN SMILES: [Na].[C:2]([O:13]CC1C=CC=CC=1)(=[O:12])[CH2:3][CH2:4][CH2:5][CH2:6][C:7]([O:9]CCl)=[O:8].O>[Br-].C([N+](CCCC)(CCCC)CCCC)CCC.C(OCC)(=O)C.CC(C)=O.[Pd]>[OH2:8].[C:2]([OH:13])(=[O:12])[CH2:3][CH2:4][CH2:5][CH2:6][C:7]([OH:9])=[O:8] |f:3.4,8.9,^1:0|. Conditions: time 1 hour. The reactants are [Na] (sodium), C(CCCCC(=O)OCCl)(=O)OCC1=CC=CC=C1 (benzyl chloromethyl adipate), O (water). The product is O.C(CCCCC(=O)O)(=O)O (Adipic Acid Hydrate). Solvent: CC(=O)C (acetone), C(C)(=O)OCC (ethyl acetate), CC(=O)C (acetone).